describe an organic reaction: reactants, conditions, products, and yield From a dataset of the Open Reaction Database (ORD), a public repository of structured organic reaction records. RXN SMILES: C[O:2][C:3]1[CH:12]=[C:11]2[C:6]([CH:7]([CH2:22][CH2:23][CH2:24][CH2:25][CH2:26][CH2:27][CH2:28][CH2:29][CH2:30][NH:31][S:32]([CH2:35][CH2:36][CH2:37][C:38]([F:44])([F:43])[C:39]([F:42])([F:41])[F:40])(=[O:34])=[O:33])[C:8]([C:14]3[CH:19]=[CH:18][C:17]([O:20]C)=[CH:16][CH:15]=3)([CH3:13])[CH2:9][S:10]2)=[CH:5][CH:4]=1.B(Br)(Br)Br.C([O-])(O)=O.[Na+]>C(Cl)Cl>[OH:2][C:3]1[CH:12]=[C:11]2[C:6]([CH:7]([CH2:22][CH2:23][CH2:24][CH2:25][CH2:26][CH2:27][CH2:28][CH2:29][CH2:30][NH:31][S:32]([CH2:35][CH2:36][CH2:37][C:38]([F:44])([F:43])[C:39]([F:40])([F:41])[F:42])(=[O:34])=[O:33])[C:8]([C:14]3[CH:15]=[CH:16][C:17]([OH:20])=[CH:18][CH:19]=3)([CH3:13])[CH2:9][S:10]2)=[CH:5][CH:4]=1 |f:2.3|. The solvent is C(Cl)Cl (methylene chloride). The product is OC1=CC=C2C(C(CSC2=C1)(C)C1=CC=C(C=C1)O)CCCCCCCCCNS(=O)(=O)CCCC(C(F)(F)F)(F)F ((3RS,4RS)-7-hydroxy-3-(4-hydroxyphenyl)-3-methyl-4-[9-(4,4,5,5,5-pentafluoropentylsulfonylamino)nonyl]thiochroman). The yield is 71.7%. The reactants are B(Br)(Br)Br (BBr3), COC1=CC=C2C(C(CSC2=C1)(C)C1=CC=C(C=C1)OC)CCCCCCCCCNS(=O)(=O)CCCC(C(F)(F)F)(F)F (7-methoxy-3-(4-methoxyphenyl)-3-methyl-4-[9-(4,4,5,5,5-pentafluoropentylsulfonylamino)nonyl]thiochroman), C(=O)(O)[O-].[Na+] (NaHCO3). Procedure: To a solution of 7-methoxy-3-(4-methoxyphenyl)-3-methyl-4-[9-(4,4,5,5,5-pentafluoropentylsulfonylamino)nonyl]thiochroman (124 mg, 0.186 mmol) in methylene chloride (1 ml) was added at −78° C. BBr3 (1.0 mol/l, 1.12 ml), which was then slowly warmed over 3 hours. After the reaction was completed, saturated aqueous NaHCO3 solution was added at 0° C. The resulting mixture was then extracted with methylene chloride and washed with saturated saline solution. The organic layer was dried over magnesium ... Reactants: COC(C(C1=CC=C(C=C1)OCCOC1=C(C=CC=C1C)COC(C(CC)(C)C)=O)=O)=O (4-[[2-[2-[(2,2-dimethyl-1 -oxobuyloxy)methyl]-6-methylphenoxy]ethyl]oxy]-alpha-oxobenzeneacetic acid methyl ester), [OH-].[Na+] (sodium hydroxide), Cl (hydrochloric acid). Solvent: CO (methanol). Conditions: time 30 minute. Product: CC(C(OCC1=C(OCCOC2=CC=C(C=C2)C(C(=O)O)=O)C(=CC=C1)C)=O)(CC)C (4-[[2-[2-[(2,2-dimethyl-1-oxobuyloxy) methyl]-6-methylphenoxy]ethyl]oxy]-alpha-oxobenzeneacetic acid). The yield is 87.6%. As a reaction SMILES: C[O:2][C:3](=[O:32])[C:4](=[O:31])[C:5]1[CH:10]=[CH:9][C:8]([O:11][CH2:12][CH2:13][O:14][C:15]2[C:20]([CH3:21])=[CH:19][CH:18]=[CH:17][C:16]=2[CH2:22][O:23][C:24](=[O:30])[C:25]([CH3:29])([CH3:28])[CH2:26][CH3:27])=[CH:7][CH:6]=1.[OH-].[Na+].Cl>CO>[CH3:28][C:25]([CH3:29])([CH2:26][CH3:27])[C:24](=[O:30])[O:23][CH2:22][C:16]1[CH:17]=[CH:18][CH:19]=[C:20]([CH3:21])[C:15]=1[O:14][CH2:13][CH2:12][O:11][C:8]1[CH:9]=[CH:10][C:5]([C:4](=[O:31])[C:3]([OH:32])=[O:2])=[CH:6][CH:7]=1 |f:1.2|. Procedure details: To a solution of 4-[[2-[2-[(2,2-dimethyl-1 -oxobuyloxy)methyl]-6-methylphenoxy]ethyl]oxy]-alpha-oxobenzeneacetic acid methyl ester (0.554 g) in methanol (10 mL) was added aqueous 1N sodium hydroxide (2.5 mL). After 30 minutes at 50° C., the reaction was acidified with 1N hydrochloric acid (2 mL) and extracted with dichloromethane. The organic phase was washed with brine and evaporated to provide 0.47 g of 4-[[2-[2-[(2,2-dimethyl-1-oxobuyloxy) methyl]-6-methylphenoxy]ethyl]oxy]-alpha-oxobenzeneac... Yields the product COC(C(=CCC)C)CCCCC (5-methoxy-4 -methyl-3-decene). Solvent: C1(=CC=CC=C1)C (toluene), C(C)O (ethanol), CCCCCC (hexane), C1(=CC=CC=C1)C (toluene). Procedure details: 5.0 g of 4-methyl-3-decen-5-ol dissolved in 25 ml of toluene are added dropwise over a period of 30 minutes at 80° C. while stirring to 1.54 g of a 55-60% sodium hydride dispersion in 25 ml of toluene. The mixture is stirred at 80° C. for 12 hours, cooled to 40° C. and treated dropwise with 5.6 g of dimethyl sulphate, the temperature again rising to 80° C. In order to complete the reaction, the mixture is stirred at 80° C. for a further 3 hours. After cooling to 40° C., 10 ml of ethanol are adde... As a reaction SMILES: [CH3:1][C:2]([CH:6]([OH:12])[CH2:7][CH2:8][CH2:9][CH2:10][CH3:11])=[CH:3][CH2:4][CH3:5].[H-].[Na+].S(OC)(O[CH3:19])(=O)=O.[OH-].[Na+]>C1(C)C=CC=CC=1.CCCCCC.C(O)C>[CH3:19][O:12][CH:6]([CH2:7][CH2:8][CH2:9][CH2:10][CH3:11])[C:2]([CH3:1])=[CH:3][CH2:4][CH3:5] |f:1.2,4.5|. Run at temperature 80 celsius, time 12 hour. The yield is 75.8%. Reactants: [H-].[Na+] (sodium hydride), [OH-].[Na+] (sodium hydroxide), CC(=CCC)C(CCCCC)O (4-methyl-3-decen-5-ol), S(=O)(=O)(OC)OC (dimethyl sulphate). The reactants are CCOC(Cc1ccc(OCc2nc(-c3ccc(F)c(C)c3)oc2C)cc1OC)C(=O)OC, [Li+], [OH-]. The product is CCOC(Cc1ccc(OCc2nc(-c3ccc(F)c(C)c3)oc2C)cc1OC)C(=O)O. As a reaction SMILES: [CH3:1][O:2][C:3]([CH:4]([CH2:5][c:6]1[c:7]([O:28][CH3:29])[cH:8][c:9]([O:12][CH2:13][c:14]2[n:15][c:16](-[c:20]3[cH:21][c:22]([CH3:27])[c:23]([F:26])[cH:24][cH:25]3)[o:17][c:18]2[CH3:19])[cH:10][cH:11]1)[O:30][CH2:31][CH3:32])=[O:33].[Li+:35].[OH-:34]>>[O:2]=[C:3]([CH:4]([CH2:5][c:6]1[c:7]([O:28][CH3:29])[cH:8][c:9]([O:12][CH2:13][c:14]2[n:15][c:16](-[c:20]3[cH:21][c:22]([CH3:27])[c:23]([F:26])[cH:24][cH:25]3)[o:17][c:18]2[CH3:19])[cH:10][cH:11]1)[O:30][CH2:31][CH3:32])[OH:33]. Starting materials: ClC1=C(C=CC=C1Cl)NC(=O)N1C[C@@H]2N(CC1)C(N(C2=O)[C@@H]2[C@H](C2)C2=CC=CC=C2)=O ((8aS)-N-(2,3-Dichlorophenyl)-1,3-dioxo-2-[(1S,2R)-2-phenylcyclopropyl]hexahydro imidazo[1,5-a]pyrazine-7(1H)-carboxamide), Cl.C1(=CC=CC=C1)[C@@H]1[C@H](C1)N1C(N2[C@@H](CNCC2)C1=O)=O ((8aS)-2-[(1S,2R)-2-Phenylcyclopropyl]tetrahydroimidazo[1,5-a]pyrazine-1,3(2H,5H)-dione HCl salt), TEA, C(C(C)(C)C)(=O)Cl (pivaloyl chloride). Run in C(Cl)Cl (DCM). Run at temperature 25 celsius, time 2 hour. Yields the product CC(CN1C[C@@H]2N(CC1)C(N(C2=O)[C@@H]2[C@H](C2)C2=CC=CC=C2)=O)(C)C ((8aS)-7-(2,2-Dimethylpropyl)-2-[(1S,2R)-2-phenylcyclopropyl]tetrahydro imidazo[1,5-a]pyrazine-1,3(2H,5H)-dione). RXN SMILES: ClC1C(Cl)=CC=CC=1N[C:10]([N:12]1[CH2:17][CH2:16][N:15]2[C:18](=[O:31])[N:19]([C@H:22]3[CH2:24][C@@H:23]3[C:25]3[CH:30]=[CH:29][CH:28]=[CH:27][CH:26]=3)[C:20](=[O:21])[C@@H:14]2[CH2:13]1)=O.Cl.[C:33]1([C@H:39]2C[C@@H]2N2C(=O)[C@@H]3CNCCN3C2=O)[CH:38]=CC=C[CH:34]=1.C(Cl)(=O)C(C)(C)C>C(Cl)Cl>[CH3:34][C:33]([CH3:39])([CH3:38])[CH2:10][N:12]1[CH2:17][CH2:16][N:15]2[C:18](=[O:31])[N:19]([C@H:22]3[CH2:24][C@@H:23]3[C:25]3[CH:30]=[CH:29][CH:28]=[CH:27][CH:26]=3)[C:20](=[O:21])[C@@H:14]2[CH2:13]1 |f:1.2|. Procedure details: To a stirred solution of Example 4, D2 (1 eq) and TEA (1.1 eq) in DCM (0.08M) was added pivaloyl chloride (2.1 eq) and the reaction mixture was stirred at 25° C. for 2 h. The crude product was purified by preparative RP-HPLC using H2O (0.1% TFA) and MeCN (0.1% TFA) as eluents, affording the title compound. 1H NMR (400 MHz, DMSO-d6, 300K) 7.48-7.18 (5H, m), 4.75-4.63 (1H, m), 4.42-4.33 (1H, m), 4.05-3.93 (2H, m), 3.15-2.80 (3H, m), 2.72-2.63 (1H, m), 2.50-2.38 (1H, m), 1.58-1.51 (1H, m), 1.48-1.3... The reactants are Fc1cncc(Br)c1, CN1CCCC1=O, CCOC(C)=O, NC1CCC1. Product: Brc1cncc(NC2CCC2)c1. As a reaction SMILES: [Br:1][c:2]1[cH:3][n:4][cH:5][c:6]([F:8])[cH:7]1.[CH3:14][N:15]1[CH2:16][CH2:17][CH2:18][C:19]1=[O:20].[CH3:21][CH2:22][O:23][C:24]([CH3:25])=[O:26].[CH:9]1([NH2:13])[CH2:10][CH2:11][CH2:12]1>>[Br:1][c:2]1[cH:3][n:4][cH:5][c:6]([NH:13][CH:9]2[CH2:10][CH2:11][CH2:12]2)[cH:7]1. Reactants: COc1ccc(F)c(-c2ccc(CO)cc2C2CCCCCCC2)c1, ClCCl, CN(C)C=O, O=S(Cl)Cl. Product: COc1ccc(F)c(-c2ccc(CCl)cc2C2CCCCCCC2)c1. As a reaction SMILES: [CH:1]1([c:9]2[c:10](-[c:17]3[c:18]([F:25])[cH:19][cH:20][c:21]([O:23][CH3:24])[cH:22]3)[cH:11][cH:12][c:13]([CH2:15][OH:16])[cH:14]2)[CH2:2][CH2:3][CH2:4][CH2:5][CH2:6][CH2:7][CH2:8]1.[Cl:30][CH2:31][Cl:32].[O:33]=[CH:34][N:35]([CH3:36])[CH3:37].[S:26]([Cl:27])([Cl:28])=[O:29]>>[CH:1]1([c:9]2[c:10](-[c:17]3[c:18]([F:25])[cH:19][cH:20][c:21]([O:23][CH3:24])[cH:22]3)[cH:11][cH:12][c:13]([CH2:15][Cl:28])[cH:14]2)[CH2:2][CH2:3][CH2:4][CH2:5][CH2:6][CH2:7][CH2:8]1. Reactants: CCOC(C)=O, CC(C)Oc1ccc(-c2nc(-c3cccc4c(CCC(=O)OC(C)(C)C)c[nH]c34)no2)cc1Cl, [H-], CI, [Na+], CN(C)C=O. The product is CC(C)Oc1ccc(-c2nc(-c3cccc4c(CCC(=O)OC(C)(C)C)cn(C)c34)no2)cc1Cl. RXN SMILES: [CH3:39][CH2:40][O:41][C:42]([CH3:43])=[O:44].[Cl:3][c:4]1[cH:5][c:6](-[c:14]2[n:15][c:16](-[c:19]3[cH:20][cH:21][cH:22][c:23]4[c:24]([CH2:28][CH2:29][C:30](=[O:31])[O:32][C:33]([CH3:34])([CH3:35])[CH3:36])[cH:25][nH:26][c:27]34)[n:17][o:18]2)[cH:7][cH:8][c:9]1[O:10][CH:11]([CH3:12])[CH3:13].[H-:1].[I:37][CH3:38].[Na+:2].[O:45]=[CH:46][N:47]([CH3:48])[CH3:49]>>[Cl:3][c:4]1[cH:5][c:6](-[c:14]2[n:15][c:16](-[c:19]3[cH:20][cH:21][cH:22][c:23]4[c:24]([CH2:28][CH2:29][C:30](=[O:31])[O:32][C:33]([CH3:34])([CH3:35])[CH3:36])[cH:25][n:26]([CH3:39])[c:27]34)[n:17][o:18]2)[cH:7][cH:8][c:9]1[O:10][CH:11]([CH3:12])[CH3:13]. Conditions: time 2.5 hour. Product: CC(C=O)(CCC#N)C (2,2-dimethyl-4-cyano-butyraldehyde), C(C(C)C)=O (isobutyraldehyde), C(C=C)#N (acrylonitrile). Procedure details: In the presence of alkaline catalysts, acrylonitrile reacts with aldehydes, the α-carbon atoms of which possess one or two hydrogen atoms, forming 3-substituted propionitriles (U.S. Pat. No. 2,353,687). This so-called "cyanoethylation" reaction also occurs with other compounds which have an active hydrogen atom. For example, 2-ethyl butyraldehyde and acrylonitrile react in the presence of catalytic amounts of 50 percent caustic potash solution forming 2-(β-cyanoethyl)-2-ethyl butyraldehyde. A yi... Starting materials: CC(C=O)CCC#N (2-methyl-4-cyanobutyraldehyde), C(CC)=O (propionaldehyde). As a reaction SMILES: [CH:1](=[O:4])[CH2:2][CH3:3].[CH3:5][CH:6]([CH2:9][CH2:10][C:11]#[N:12])[CH:7]=[O:8]>>[CH3:5][C:6]([CH3:1])([CH2:9][CH2:10][C:11]#[N:12])[CH:7]=[O:8].[CH:1](=[O:4])[CH:2]([CH3:5])[CH3:3].[C:1](#[N:12])[CH:2]=[CH2:3].